Task: describe an organic reaction: reactants, conditions, products, and yield. Dataset: the Open Reaction Database (ORD), a public repository of structured organic reaction records Starting materials: solution, C(=S)(Cl)Cl (thiophosgene), COC1=CC=C(CSC(C(=O)NCCN(CCNC(C(C)(SCC2=CC=C(C=C2)OC)C)=O)CCN)(C)C)C=C1 (N,N"-Bis[2-((4-methoxybenzyl)thio)-2-methyl-propionyl]-N'-(2-aminoethyl )-diethylenetriamine). Run in ClCCl (dichloromethane), ClCCl (dichloromethane). Run at time 1 hour. The product is COC1=CC=C(CSC(C(=O)NCCN(CCNC(C(C)(SCC2=CC=C(C=C2)OC)C)=O)CCN=C=S)(C)C)C=C1 (N,N"-Bis[2-((4-methoxybenzyl)thio)-2-methyl-propionyl]-N'-(2-isothiocyanoethyl)-diethylenetriamine). The yield is 61.3%. RXN SMILES: [CH3:1][O:2][C:3]1[CH:40]=[CH:39][C:6]([CH2:7][S:8][C:9]([CH3:38])([CH3:37])[C:10]([NH:12][CH2:13][CH2:14][N:15]([CH2:34][CH2:35][NH2:36])[CH2:16][CH2:17][NH:18][C:19](=[O:33])[C:20]([CH3:32])([S:22][CH2:23][C:24]2[CH:29]=[CH:28][C:27]([O:30][CH3:31])=[CH:26][CH:25]=2)[CH3:21])=[O:11])=[CH:5][CH:4]=1.[C:41](Cl)(Cl)=[S:42]>ClCCl>[CH3:1][O:2][C:3]1[CH:40]=[CH:39][C:6]([CH2:7][S:8][C:9]([CH3:38])([CH3:37])[C:10]([NH:12][CH2:13][CH2:14][N:15]([CH2:34][CH2:35][N:36]=[C:41]=[S:42])[CH2:16][CH2:17][NH:18][C:19](=[O:33])[C:20]([CH3:32])([S:22][CH2:23][C:24]2[CH:25]=[CH:26][C:27]([O:30][CH3:31])=[CH:28][CH:29]=2)[CH3:21])=[O:11])=[CH:5][CH:4]=1. Procedure details: To a round bottom flask containing the aniline 24 (28.8 mg, 0.0487 mmol) and dichloromethane (10 mL) was added 0.2211 M solution of thiophosgene (0.22 mL, 0.0509 mmol) in dichloromethane. The heterogeneous reaction mixture was stirred at room temperature for 1 hour and the solvent was removed in vacuo. Flash chromatography of this crude product using 100% EtOAc gave the isothiocyanate 25 as a clear oil (18.9 mg, 61.3% yield). 1H NMR (in CDCl3): δ7.17 (d,j=8.5 Hz,4H,2H3 &H5 --Ar--OCH3), 7.07 (m,2...